This data is from the Open Reaction Database (ORD), a public repository of structured organic reaction records. The task is: describe an organic reaction: reactants, conditions, products, and yield Yields the product COC1=C(C=C(C=C1)S(=O)[O-])[N+](=O)[O-].[Na+] (sodium 4-methoxy-3-nitrobenzenesulfinate). The solvent is O (H2O), CC(=O)C (acetone). Procedure details: A solution of Na2SO3 (400 mg, 3.2 mmol) and NaHCO3 (270 mg, 3.2 mmol) in H2O (10 mL) was treated slowly with a solution of 4-methoxy-3-nitrobenzenesulfonyl chloride (400 mg, 1.6 mmol) in acetone (3 mL), heated to 50° C. for 2 hours, cooled to room temperature, and washed with dichloromethane. The aqueous wash was filtered through cotton, lyophilized, suspended in methanol, filtered, concentrated, and dried under vacuum to provide the desired product. Run at temperature 50 celsius. Reaction SMILES: [O-]S([O-])=O.[Na+:5].[Na+].C([O-])(O)=O.[Na+].[CH3:12][O:13][C:14]1[CH:19]=[CH:18][C:17]([S:20](Cl)(=[O:22])=[O:21])=[CH:16][C:15]=1[N+:24]([O-:26])=[O:25]>O.CC(C)=O>[CH3:12][O:13][C:14]1[CH:19]=[CH:18][C:17]([S:20]([O-:22])=[O:21])=[CH:16][C:15]=1[N+:24]([O-:26])=[O:25].[Na+:5] |f:0.1.2,3.4,8.9|. Starting materials: [O-]S(=O)[O-].[Na+].[Na+] (Na2SO3), C(=O)(O)[O-].[Na+] (NaHCO3), COC1=C(C=C(C=C1)S(=O)(=O)Cl)[N+](=O)[O-] (4-methoxy-3-nitrobenzenesulfonyl chloride). Reactants: [H-].[Na+] (sodium hydride), Cl (hydro-chloric acid), C1(CC1)N1C=C(C(C2=CC(=C(C(=C12)OC)CC(=O)OC(C1=CC=CC=C1)C1=CC=CC=C1)F)=O)C(=O)OCC (ethyl 1-cyclopropyl-7-diphenylmethoxycar-bonylmethyl-6-fluoro-8-methoxy-1,4-dihydro-4-oxo-3-quino-linecarboxylate), BrCCCCBr (1,4-dibromobutane). The solvent is C(C)(=O)OCC (ethyl acetate), C(C)OCC (diethyl ether), CN(C=O)C (N,N-dimethylform-amide), O (water). Conditions: time 45 minute. Product: C1(CC1)N1C=C(C(C2=CC(=C(C(=C12)OC)C1(CCCC1)C(=O)OC(C1=CC=CC=C1)C1=CC=CC=C1)F)=O)C(=O)OCC (ethyl 1-cyclopropyl-7-(1-diphenylmethoxycarbonylcyclo-pentyl)-6-fluoro-8-methoxy-1,4-dihydro-4-oxo-3-quino-linecarboxylate). The yield is 79.1%. As a reaction SMILES: [CH:1]1([N:4]2[C:13]3[C:8](=[CH:9][C:10]([F:33])=[C:11]([CH2:16][C:17]([O:19][CH:20]([C:27]4[CH:32]=[CH:31][CH:30]=[CH:29][CH:28]=4)[C:21]4[CH:26]=[CH:25][CH:24]=[CH:23][CH:22]=4)=[O:18])[C:12]=3[O:14][CH3:15])[C:7](=[O:34])[C:6]([C:35]([O:37][CH2:38][CH3:39])=[O:36])=[CH:5]2)[CH2:3][CH2:2]1.[H-].[Na+].Br[CH2:43][CH2:44][CH2:45][CH2:46]Br.Cl>CN(C)C=O.O.C(OCC)C.C(OCC)(=O)C>[CH:1]1([N:4]2[C:13]3[C:8](=[CH:9][C:10]([F:33])=[C:11]([C:16]4([C:17]([O:19][CH:20]([C:21]5[CH:26]=[CH:25][CH:24]=[CH:23][CH:22]=5)[C:27]5[CH:32]=[CH:31][CH:30]=[CH:29][CH:28]=5)=[O:18])[CH2:46][CH2:45][CH2:44][CH2:43]4)[C:12]=3[O:14][CH3:15])[C:7](=[O:34])[C:6]([C:35]([O:37][CH2:38][CH3:39])=[O:36])=[CH:5]2)[CH2:2][CH2:3]1 |f:1.2|. Reported procedure: 10 g of ethyl 1-cyclopropyl-7-diphenylmethoxycar-bonylmethyl-6-fluoro-8-methoxy-1,4-dihydro-4-oxo-3-quino-linecarboxylate was dissolved in 300 ml of N,N-dimethylform-amide and 1.89 g of 60% sodium hydride was added thereto under ice-cooling. After stirring for 45 minutes, 5.43 g of 1,4-dibromobutane was added thereto and the resulting mixture was stirred at room temperature for 20 hours. After regulating the pH value of the mixture to 5 with 2N hydro-chloric acid, 100 ml of ethyl acetate, 100 ml... The reactants are CC(C)(C)[O-], CC(C)(C)O, OCc1sc(-c2ccc(C(F)(F)F)cc2)nc1CN1CCC(C(F)(F)F)CC1, N#Cc1cc(F)c(F)cc1F, [K+], C1CCOC1, O. Product: N#Cc1cc(F)c(OCc2sc(-c3ccc(C(F)(F)F)cc3)nc2CN2CCC(C(F)(F)F)CC2)cc1F. RXN SMILES: [CH3:29][C:30]([CH3:31])([O-:32])[CH3:33].[CH3:52][C:53]([OH:54])([CH3:55])[CH3:56].[F:1][C:2]([c:3]1[cH:4][cH:5][c:6](-[c:9]2[s:10][c:11]([CH2:25][OH:26])[c:12]([CH2:14][N:15]3[CH2:16][CH2:17][CH:18]([C:21]([F:22])([F:23])[F:24])[CH2:19][CH2:20]3)[n:13]2)[cH:7][cH:8]1)([F:27])[F:28].[F:35][c:36]1[c:37]([C:38]#[N:39])[cH:40][c:41]([F:45])[c:42]([F:44])[cH:43]1.[K+:34].[O:47]1[CH2:48][CH2:49][CH2:50][CH2:51]1.[OH2:46]>>[F:1][C:2]([c:3]1[cH:4][cH:5][c:6](-[c:9]2[s:10][c:11]([CH2:25][O:26][c:42]3[c:41]([F:45])[cH:40][c:37]([C:38]#[N:39])[c:36]([F:35])[cH:43]3)[c:12]([CH2:14][N:15]3[CH2:16][CH2:17][CH:18]([C:21]([F:22])([F:23])[F:24])[CH2:19][CH2:20]3)[n:13]2)[cH:7][cH:8]1)([F:27])[F:28]. Reactants: O=C([O-])[O-], CCOCC, CN1CCOc2ccc3[nH]ccc3c2C1, Cl, [H-], [Na+], [Na+], [Na+], CN(C)C=O, O=S(=O)(Cl)c1ccccc1. Product: CN1CCOc2ccc3c(ccn3S(=O)(=O)c3ccccc3)c2C1. Reaction SMILES: [C:29](=[O:30])([O-:31])[O-:32].[CH2:35]([O:36][CH2:37][CH3:38])[CH3:39].[CH3:1][N:2]1[CH2:3][CH2:4][O:5][c:6]2[c:7]([c:8]3[cH:9][cH:10][nH:11][c:12]3[cH:13][cH:14]2)[CH2:15]1.[ClH:28].[H-:16].[Na+:17].[Na+:33].[Na+:34].[O:40]=[CH:41][N:42]([CH3:43])[CH3:44].[c:18]1([S:24](=[O:25])(=[O:26])[Cl:27])[cH:19][cH:20][cH:21][cH:22][cH:23]1>>[CH3:1][N:2]1[CH2:3][CH2:4][O:5][c:6]2[c:7]([c:8]3[cH:9][cH:10][n:11]([S:24]([c:18]4[cH:19][cH:20][cH:21][cH:22][cH:23]4)(=[O:25])=[O:26])[c:12]3[cH:13][cH:14]2)[CH2:15]1. The reactants are ClC1=CC=C(C=C1)C1=C(C=2N(C=C1)C(N(N2)CC=2C=NC(=CC2)C(F)(F)F)=O)C2=CC=C(C=O)C=C2 (4-(7-(4-chlorophenyl)-3-oxo-2-((6-(trifluoromethyl)pyridin-3-yl)methyl)-2,3-dihydro-[1,2,4]triazolo[4,3-a]pyridin-8-yl)benzaldehyde), C(#N)[Si](C)(C)C (cyanotrimethylsilane). The reagents and catalysts are [Zn+2].[I-].[I-] (ZnI2). The solvent is O (water), ClCCl (dichloromethane). Run at time 70 hour. Product: ClC1=CC=C(C=C1)C1=C(C=2N(C=C1)C(N(N2)CC=2C=NC(=CC2)C(F)(F)F)=O)C2=CC=C(C=C2)C(C#N)O (2-(4-(7-(4-chlorophenyl)-3-oxo-2-((6-(trifluoromethyl)pyridin-3-yl)methyl)-2,3-dihydro-[1,2,4]triazolo[4,3-a]pyridin-8-yl)phenyl)-2-hydroxyacetonitrile). As a reaction SMILES: [Cl:1][C:2]1[CH:7]=[CH:6][C:5]([C:8]2[CH:13]=[CH:12][N:11]3[C:14](=[O:28])[N:15]([CH2:17][C:18]4[CH:19]=[N:20][C:21]([C:24]([F:27])([F:26])[F:25])=[CH:22][CH:23]=4)[N:16]=[C:10]3[C:9]=2[C:29]2[CH:36]=[CH:35][C:32]([CH:33]=[O:34])=[CH:31][CH:30]=2)=[CH:4][CH:3]=1.[C:37]([Si](C)(C)C)#[N:38]>ClCCl.O.[Zn+2].[I-].[I-]>[Cl:1][C:2]1[CH:7]=[CH:6][C:5]([C:8]2[CH:13]=[CH:12][N:11]3[C:14](=[O:28])[N:15]([CH2:17][C:18]4[CH:19]=[N:20][C:21]([C:24]([F:26])([F:27])[F:25])=[CH:22][CH:23]=4)[N:16]=[C:10]3[C:9]=2[C:29]2[CH:30]=[CH:31][C:32]([CH:33]([OH:34])[C:37]#[N:38])=[CH:35][CH:36]=2)=[CH:4][CH:3]=1 |f:4.5.6|. Procedure: To a stirred solution of 4-(7-(4-chlorophenyl)-3-oxo-2-((6-(trifluoromethyl)pyridin-3-yl)methyl)-2,3-dihydro-[1,2,4]triazolo[4,3-a]pyridin-8-yl)benzaldehyde (38.0 mg, 0.075 mmol) in dichloromethane (1 mL) at room temperature under argon was added cyanotrimethylsilane (9.3 mg, 0.093 mmol) and then ZnI2 (2.4 mg, 0.0075 mmol). After 70 h, the reaction mixture was diluted with water and extracted twice with dichloromethane. The organic extracts were combined, dried (MgSO4), filtered and evaporated. ... Starting materials: CCOC(=O)N1CCN(C(=O)C(CCOCc2ccccc2)NC(=O)c2cc(OCC(=O)N3CCCC3C(=O)NC3CCC3)n(-c3ccccc3)n2)CC1, CCOC(C)=O, [H][H]. Product: CCOC(=O)N1CCN(C(=O)C(CCO)NC(=O)c2cc(OCC(=O)N3CCCC3C(=O)NC3CCC3)n(-c3ccccc3)n2)CC1. Reaction SMILES: [CH2:1]([CH3:2])[O:3][C:4](=[O:5])[N:6]1[CH2:7][CH2:8][N:9]([C:12]([CH:13]([CH2:14][CH2:15][O:16][CH2:17][c:18]2[cH:19][cH:20][cH:21][cH:22][cH:23]2)[NH:24][C:25](=[O:26])[c:27]2[n:28][n:29](-[c:48]3[cH:49][cH:50][cH:51][cH:52][cH:53]3)[c:30]([O:32][CH2:33][C:34](=[O:35])[N:36]3[CH:37]([C:41]([NH:42][CH:43]4[CH2:44][CH2:45][CH2:46]4)=[O:47])[CH2:38][CH2:39][CH2:40]3)[cH:31]2)=[O:54])[CH2:10][CH2:11]1.[CH3:57][CH2:58][O:59][C:60](=[O:61])[CH3:62].[H:55][H:56]>>[CH2:1]([CH3:2])[O:3][C:4](=[O:5])[N:6]1[CH2:7][CH2:8][N:9]([C:12]([CH:13]([CH2:14][CH2:15][OH:16])[NH:24][C:25](=[O:26])[c:27]2[n:28][n:29](-[c:48]3[cH:49][cH:50][cH:51][cH:52][cH:53]3)[c:30]([O:32][CH2:33][C:34](=[O:35])[N:36]3[CH:37]([C:41]([NH:42][CH:43]4[CH2:44][CH2:45][CH2:46]4)=[O:47])[CH2:38][CH2:39][CH2:40]3)[cH:31]2)=[O:54])[CH2:10][CH2:11]1.